From a dataset of the Open Reaction Database (ORD), a public repository of structured organic reaction records. describe an organic reaction: reactants, conditions, products, and yield The reactants are C1(CC1)CN1C(CCC1)CCO (1-cyclopropylmethyl 2-[2-hydroxyethyl]pyrrolidine), S(=O)(Cl)Cl (thionylchloride). The solvent is C(Cl)(Cl)Cl (chloroform). Conditions: temperature 10 celsius. The product is Cl.C1(CC1)CN1C(CCC1)CCCl (1-cyclopropylmethyl 2-[2-chloroethyl]pyrrolidine hydrochloride). Reaction SMILES: [CH:1]1([CH2:4][N:5]2[CH2:9][CH2:8][CH2:7][CH:6]2[CH2:10][CH2:11]O)[CH2:3][CH2:2]1.S(Cl)([Cl:15])=O>C(Cl)(Cl)Cl>[ClH:15].[CH:1]1([CH2:4][N:5]2[CH2:9][CH2:8][CH2:7][CH:6]2[CH2:10][CH2:11][Cl:15])[CH2:3][CH2:2]1 |f:3.4|. Procedure: 172 g of 1-cyclopropylmethyl 2-[2-hydroxyethyl]pyrrolidine (1.02 mole) and 510 ml of chloroform are introduced into a 3 liter balloon flask provided with a stirrer, a reflux condenser, a thermometer and a dropping funnel. The solution is cooled to 10° C. then 151.5 g of thionylchloride (1.02 mole+25%) is dropped in while keeping the temperature between 10° and 15° C. Starting materials: OCCN1CCNCC1 (N-(2-hydroxyethyl)piperazine), C(C)(=O)O[BH-](OC(C)=O)OC(C)=O.[Na+] (sodium triacetoxyborohydride), NC1=C2C(=NC=N1)N(N=C2C2=CC(=C(C=C2)NC(C2=C(C=C(C=C2)C(F)(F)F)F)=O)OC)C2=CC=C(C=C2)C=O (N1-{4-[4-amino-1-(4-formylphenyl)-1H-pyrazolo[3,4-d]pyrimidin-3-yl]-2-methoxyphenyl}-2-fluoro-4-(trifluoromethyl)benzamide), NC1=C2C(=NC=N1)N(N=C2C2=CC(=C(C=C2)NC(C2=C(C=C(C=C2)C(F)(F)F)F)=O)OC)C2=CC=C(C=C2)C=O (N1-{4-[4-amino-1-(4-formylphenyl)-1H-pyrazolo[3,4-d]pyrimidin-3-yl]-2-methoxyphenyl}-2-fluoro-4-(trifluoromethyl)benzamide), OCCN1CCNCC1 (N-(2-hydroxyethyl)piperazine), C(C)(=O)O[BH-](OC(C)=O)OC(C)=O.[Na+] (sodium triacetoxyborohydride), [OH-].[Na+] (NaOH). Run in ClC(C)Cl (dichloroethane). Conditions: time 14 hour. Product: NC1=C2C(=NC=N1)N(N=C2C2=CC(=C(C=C2)NC(C2=C(C=C(C=C2)C(F)(F)F)F)=O)OC)C2=CC=C(C=C2)CN2CCN(CC2)CCO (N1-{4-[4-amino-1-(4-{[4-(2-hydroxyethyl)piperazino]methyl}phenyl)-1H-pyrazolo[3,4-d]pyrimidin-3-yl]-2-methoxyphenyl}-2-fluoro-4-(trifluoromethyl)benzamide). The yield is 36.4%. Reaction SMILES: [NH2:1][C:2]1[N:7]=[CH:6][N:5]=[C:4]2[N:8]([C:33]3[CH:38]=[CH:37][C:36]([CH:39]=O)=[CH:35][CH:34]=3)[N:9]=[C:10]([C:11]3[CH:16]=[CH:15][C:14]([NH:17][C:18](=[O:30])[C:19]4[CH:24]=[CH:23][C:22]([C:25]([F:28])([F:27])[F:26])=[CH:21][C:20]=4[F:29])=[C:13]([O:31][CH3:32])[CH:12]=3)[C:3]=12.[OH:41][CH2:42][CH2:43][N:44]1[CH2:49][CH2:48][NH:47][CH2:46][CH2:45]1.C(O[BH-](OC(=O)C)OC(=O)C)(=O)C.[Na+].[OH-].[Na+]>ClC(Cl)C>[NH2:1][C:2]1[N:7]=[CH:6][N:5]=[C:4]2[N:8]([C:33]3[CH:34]=[CH:35][C:36]([CH2:39][N:47]4[CH2:48][CH2:49][N:44]([CH2:43][CH2:42][OH:41])[CH2:45][CH2:46]4)=[CH:37][CH:38]=3)[N:9]=[C:10]([C:11]3[CH:16]=[CH:15][C:14]([NH:17][C:18](=[O:30])[C:19]4[CH:24]=[CH:23][C:22]([C:25]([F:27])([F:28])[F:26])=[CH:21][C:20]=4[F:29])=[C:13]([O:31][CH3:32])[CH:12]=3)[C:3]=12 |f:2.3,4.5|. Procedure: A mixture of N1-{4-[4-amino-1-(4-formylphenyl)-1H-pyrazolo[3,4-d]pyrimidin-3-yl]-2-methoxyphenyl}-2-fluoro-4-(trifluoromethyl)benzamide (Intermediate 2) (0.075 g, 0.14 mmol), N-(2-hydroxyethyl)piperazine (0.035 g, 0.27 mmol), and sodium triacetoxyborohydride (0.087 g, 0.41 mmol) in dichloroethane (1.4 mL) was shaken at room temperature for 14 h. Additional portions of N-(2-hydroxyethyl)piperazine (0.010 g, 0.077 mmol) and sodium triacetoxyborohydride (0.020 g, 0.094 mmol) were added and the reac... The reactants are O=C([O-])[O-], CN(C)C=O, CSc1ccc2c(C(=O)C(F)(F)F)c[nH]c2c1, CC(C)I, [K+], [K+]. Yields the product CSc1ccc2c(C(=O)C(F)(F)F)cn(C(C)C)c2c1. As a reaction SMILES: [C:18](=[O:19])([O-:20])[O-:21].[CH3:28][N:29]([CH3:30])[CH:31]=[O:32].[F:1][C:2]([C:3](=[O:4])[c:5]1[cH:6][nH:7][c:8]2[cH:9][c:10]([S:14][CH3:15])[cH:11][cH:12][c:13]12)([F:16])[F:17].[I:24][CH:25]([CH3:26])[CH3:27].[K+:22].[K+:23]>>[F:1][C:2]([C:3](=[O:4])[c:5]1[cH:6][n:7]([CH:25]([CH3:26])[CH3:27])[c:8]2[cH:9][c:10]([S:14][CH3:15])[cH:11][cH:12][c:13]12)([F:16])[F:17]. Reactants: Cl (HCl), free base, CN1C[C@H]([C@H](CC1)OC1=CC=C(C=C1)[N+](=O)[O-])C1=CC=CC=C1 (cis-1-methyl-4-(4-nitrophenoxy)-3-phenylpiperidine), [H][H] (hydrogen). The reagents and catalysts are [Pd] (Pd on carbon). Run in CCOCC (ether), C(C)O (ethanol), CCOCC (ether). Run at time 48 hour. The product is Cl.Cl.NC1=CC=C(O[C@@H]2[C@@H](CN(CC2)C)C2=CC=CC=C2)C=C1 (cis-4-(4-aminophenoxy)-1-methyl-3-phenylpiperidine dihydrochloride). As a reaction SMILES: [CH3:1][N:2]1[CH2:7][CH2:6][C@H:5]([O:8][C:9]2[CH:14]=[CH:13][C:12]([N+:15]([O-])=O)=[CH:11][CH:10]=2)[C@H:4]([C:18]2[CH:23]=[CH:22][CH:21]=[CH:20][CH:19]=2)[CH2:3]1.[H][H].[ClH:26]>C(O)C.[Pd].CCOCC>[ClH:26].[ClH:26].[NH2:15][C:12]1[CH:13]=[CH:14][C:9]([O:8][C@H:5]2[CH2:6][CH2:7][N:2]([CH3:1])[CH2:3][C@H:4]2[C:18]2[CH:19]=[CH:20][CH:21]=[CH:22][CH:23]=2)=[CH:10][CH:11]=1 |f:6.7.8|. Reported procedure: A solution of 3.7 g of the free base of cis-1-methyl-4-(4-nitrophenoxy)-3-phenylpiperidine, of Example 7, in 100 ml of absolute ethanol is hydrogenated over 0.37 g of 10% Pd on carbon catalyst at 45 psi of hydrogen and room temperature. Uptake stops after 48 hours. The catalyst is filtered off and the filtrate is concentrated in vacuo to a gum. This material is chromatographed on silica gel using acetone and then 25% methanol/acetone as solvent. A purified free base is obtained and a portion of ...